Dataset: the Open Reaction Database (ORD), a public repository of structured organic reaction records. Task: describe an organic reaction: reactants, conditions, products, and yield Starting materials: C(C)OC(=O)C1=C(NC(=C1C1=CC=C(C=C1)F)C=O)CCNC(=O)OC(C)(C)C (2-(2-tert-butoxycarbonylamino-ethyl)-4-(4-fluoro-phenyl)-5-formyl-1H-pyrrole-3-carboxylic acid ethyl ester), FC(C(=O)O)(F)F (trifluoroacetic acid). Solvent: ClCCl (dichloromethane). Run at time 2 hour. Yields the product C(C)OC(=O)C1=C(NC(=C1C1=CC=C(C=C1)F)C=O)CCN (2-(2-amino-ethyl)-4-(4-fluoro-phenyl)-5-formyl-1H-pyrrole-3-carboxylic acid ethyl ester). Reaction SMILES: [CH2:1]([O:3][C:4]([C:6]1[C:10]([C:11]2[CH:16]=[CH:15][C:14]([F:17])=[CH:13][CH:12]=2)=[C:9]([CH:18]=[O:19])[NH:8][C:7]=1[CH2:20][CH2:21][NH:22]C(OC(C)(C)C)=O)=[O:5])[CH3:2].FC(F)(F)C(O)=O>ClCCl>[CH2:1]([O:3][C:4]([C:6]1[C:10]([C:11]2[CH:16]=[CH:15][C:14]([F:17])=[CH:13][CH:12]=2)=[C:9]([CH:18]=[O:19])[NH:8][C:7]=1[CH2:20][CH2:21][NH2:22])=[O:5])[CH3:2]. Procedure details: A stirred solution of 2-(2-tert-butoxycarbonylamino-ethyl)-4-(4-fluoro-phenyl)-5-formyl-1H-pyrrole-3-carboxylic acid ethyl ester (1.02 g, 2.5 mmol) in dichloromethane (25 ml) was added dropwise slowly with trifluoroacetic acid (2.5 ml) at room temperature. Upon completion of the addition, the mixture was stirred for 2 hours, and concentrated to give 2-(2-amino-ethyl)-4-(4-fluoro-phenyl)-5-formyl-1H-pyrrole-3-carboxylic acid ethyl ester which was used as such. The reactants are OCC1CCCCC1, Nc1nc(Cl)cc(NCc2ccccc2)n1, [Na]. Product: Nc1nc(NCc2ccccc2)cc(OCC2CCCCC2)n1. As a reaction SMILES: [CH:2]1([CH2:8][OH:9])[CH2:3][CH2:4][CH2:5][CH2:6][CH2:7]1.[NH2:10][c:11]1[n:12][c:13]([NH:18][CH2:19][c:20]2[cH:21][cH:22][cH:23][cH:24][cH:25]2)[cH:14][c:15]([Cl:17])[n:16]1.[Na:1]>>[CH:2]1([CH2:8][O:9][c:15]2[cH:14][c:13]([NH:18][CH2:19][c:20]3[cH:21][cH:22][cH:23][cH:24][cH:25]3)[n:12][c:11]([NH2:10])[n:16]2)[CH2:3][CH2:4][CH2:5][CH2:6][CH2:7]1.